The task is: describe an organic reaction: reactants, conditions, products, and yield. This data is from the Open Reaction Database (ORD), a public repository of structured organic reaction records. The reactants are CS(=O)(=O)OCCOC1=CC=C(C=C1)NC1=NC=C(C=N1)Br (2-(4-(5-Bromopyrimidin-2-ylamino)phenoxy)ethyl methanesulfonate), N1CCC(C(=O)OC)CC1 (methyl isonipecotate), C(=O)([O-])[O-].[Na+].[Na+] (Na2CO3). Run in CN(C)C=O (DMF). Run at temperature 90 celsius, time 12 hour. Product: BrC=1C=NC(=NC1)NC1=CC=C(OCCN2CCC(CC2)C(=O)OC)C=C1 (methyl 1-(2-(4-(5-bromopyrimidin-2-ylamino)phenoxy)ethyl)piperidine-4-carboxylate). Reaction SMILES: CS(O[CH2:6][CH2:7][O:8][C:9]1[CH:14]=[CH:13][C:12]([NH:15][C:16]2[N:21]=[CH:20][C:19]([Br:22])=[CH:18][N:17]=2)=[CH:11][CH:10]=1)(=O)=O.[NH:23]1[CH2:32][CH2:31][CH:26]([C:27]([O:29][CH3:30])=[O:28])[CH2:25][CH2:24]1.C([O-])([O-])=O.[Na+].[Na+]>CN(C=O)C>[Br:22][C:19]1[CH:20]=[N:21][C:16]([NH:15][C:12]2[CH:11]=[CH:10][C:9]([O:8][CH2:7][CH2:6][N:23]3[CH2:32][CH2:31][CH:26]([C:27]([O:29][CH3:30])=[O:28])[CH2:25][CH2:24]3)=[CH:14][CH:13]=2)=[N:17][CH:18]=1 |f:2.3.4|. Procedure details: 2-(4-(5-Bromopyrimidin-2-ylamino)phenoxy)ethyl methanesulfonate 11 (1.55 mmol) and methyl isonipecotate (3.10 mmol) are dissolved in DMF (5 mL) and stirred at 90° C. for 12 h. After the reaction is completed, 2M Na2CO3 (20 mL) is added and the resulting mixture is extracted with EtOAc (50 mL). The organic layer is separated and concentrated to give crude methyl 1-(2-(4-(5-bromopyrimidin-2-ylamino)phenoxy)ethyl)piperidine-4-carboxylate 12. MS (m/z) (M+1)+: 435.1, 437.1. Reactants: ClCCCCCCOC=1C=C(C=C(C1)CO)CO ([3-[(6-chlorohexyl)oxy]-5-[hydroxymethyl]phenyl] methanol), COC(\C=C\C1=CC(=C(C=C1)O)OC)=O ((E)-4-hydroxy-3-methoxycinnamic acid methyl ester), C1(=CC=CC=C1)P(C1=CC=CC=C1)C1=CC=CC=C1 (triphenylphosphine), ice, Cl (HCl), solution, C(C)OC(=O)N=NC(=O)OCC (azodicarboxylic acid diethyl ester). Solvent: O1CCCC1 (tetrahydrofuran), C1(=CC=CC=C1)C (toluene). Run at temperature 0 celsius, time 15 hour. Product: COC(\C=C\C1=CC(=C(C=C1)OCC1=CC(=CC(=C1)CO)OCCCCCCCl)OC)=O ((E)-3-[4-[3-[(6-chlorohexyl)oxy]-5-[hydroxymethyl]benzyloxy]-3-methoxyphenyl]acrylic acid methyl ester). The yield is 47.5%. Reaction SMILES: [Cl:1][CH2:2][CH2:3][CH2:4][CH2:5][CH2:6][CH2:7][O:8][C:9]1[CH:10]=[C:11]([CH2:17][OH:18])[CH:12]=[C:13]([CH2:15][OH:16])[CH:14]=1.[CH3:19][O:20][C:21](=[O:33])/[CH:22]=[CH:23]/[C:24]1[CH:29]=[CH:28][C:27](O)=[C:26]([O:31][CH3:32])[CH:25]=1.C1(P(C2C=CC=CC=2)C2C=CC=CC=2)C=CC=CC=1.C(OC(N=NC(OCC)=O)=O)C.Cl>O1CCCC1.C1(C)C=CC=CC=1>[CH3:19][O:20][C:21](=[O:33])/[CH:22]=[CH:23]/[C:24]1[CH:29]=[CH:28][C:27]([O:16][CH2:15][C:13]2[CH:12]=[C:11]([CH2:17][OH:18])[CH:10]=[C:9]([O:8][CH2:7][CH2:6][CH2:5][CH2:4][CH2:3][CH2:2][Cl:1])[CH:14]=2)=[C:26]([O:31][CH3:32])[CH:25]=1. Reported procedure: 2.7 g (10 mmol) [3-[(6-chlorohexyl)oxy]-5-[hydroxymethyl]phenyl] methanol (Example 6) were added to a solution of 2.6 g (12.5 mmol) (E)-4-hydroxy-3-methoxycinnamic acid methyl ester (Example 1) and 3.38 g (12.5 mmol) triphenylphosphine in 40 ml tetrahydrofuran. The colourless solution was cooled to 0° C. and then 5.2 ml (12.5 mmol) of a 40% solution of azodicarboxylic acid diethyl ester in toluene were added dropwise over a period of 2 hours. The mixture was allowed to react for 2 hours at 0° C.... As a reaction SMILES: [CH3:35][CH2:36][OH:37].[Cl:1][c:2]1[cH:3][cH:4][c:5]([NH:8][CH:9]2[CH2:10][NH:11][CH2:12][CH2:13]2)[cH:6][cH:7]1.[K+:29].[K+:30].[O-:31][C:32]([O-:33])=[O:34].[O:14]1[CH:15]([CH2:17][O:18][c:19]2[c:20]([NH:25][C:26]([CH3:27])=[O:28])[cH:21][cH:22][cH:23][cH:24]2)[CH2:16]1>>[Cl:1][c:2]1[cH:3][cH:4][c:5]([NH:8][CH:9]2[CH2:10][N:11]([CH2:16][CH:15]([OH:14])[CH2:17][O:18][c:19]3[c:20]([NH:25][C:26]([CH3:27])=[O:28])[cH:21][cH:22][cH:23][cH:24]3)[CH2:12][CH2:13]2)[cH:6][cH:7]1. Product: CC(=O)Nc1ccccc1OCC(O)CN1CCC(Nc2ccc(Cl)cc2)C1. Reactants: CCO, Clc1ccc(NC2CCNC2)cc1, [K+], [K+], O=C([O-])[O-], CC(=O)Nc1ccccc1OCC1CO1. Starting materials: NC1=CC2=C(N=C(S2)NC(C2=CC=CC=C2)=O)C=C1 (N-(6-aminobenzothiazol-2-yl)benzamide), ClC1=C2NC=NC2=NC=N1 (6-chloropurine). Run in C(C)O (ethanol), C(C)O (ethanol). Product: N1=CN=C2N=CNC2=C1NC1=CC2=C(N=C(S2)NC(C2=CC=CC=C2)=O)C=C1 (N-[6-(Purin-6-ylamino)benzothiazol-2-yl]benzamide). As a reaction SMILES: [NH2:1][C:2]1[CH:19]=[CH:18][C:5]2[N:6]=[C:7]([NH:9][C:10](=[O:17])[C:11]3[CH:16]=[CH:15][CH:14]=[CH:13][CH:12]=3)[S:8][C:4]=2[CH:3]=1.Cl[C:21]1[N:29]=[CH:28][N:27]=[C:26]2[C:22]=1[NH:23][CH:24]=[N:25]2>C(O)C>[N:29]1[C:21]([NH:1][C:2]2[CH:19]=[CH:18][C:5]3[N:6]=[C:7]([NH:9][C:10](=[O:17])[C:11]4[CH:16]=[CH:15][CH:14]=[CH:13][CH:12]=4)[S:8][C:4]=3[CH:3]=2)=[C:22]2[C:26]([N:25]=[CH:24][NH:23]2)=[N:27][CH:28]=1. Reported procedure: N-[6-(Purin-6-ylamino)benzothiazol-2-yl]benzamide was prepared by heating a mixture of N-(6-aminobenzothiazol-2-yl)benzamide (IM 2, 50 mg, 0.186 mmol) and 6-chloropurine (29 mg, 0.186 mmol) in ethanol (3 ml) to 80° C. for 4 h. The resulting precipitate was separated by filtration and washed with ethanol (69 mg, 0.178 mmol, 96%). LC/ESI-MS: m/z 388 [M+H]+; m/z=386 [M−H]−; Rt=3.07 min.